From a dataset of the Open Reaction Database (ORD), a public repository of structured organic reaction records. describe an organic reaction: reactants, conditions, products, and yield The reactants are N[C@@H](CC1=CC=C(C=C1)OCC1=CC=CC=C1)C(=O)C(=O)OCC[Si](C)(C)C (Tyr(OBn)-CO2CH2CH2TMS), CN(C)C=O (DMF), C=1C=CC2=C(C1)N=NN2O (HOBT), Fmoc-His(Tr), CN(C)C=O (DMF), CCN=C=NCCCN(C)C (EDAC). Run at time 20 minute. Product: N[C@@H](CC1=CNC=N1)C(=O)N[C@@H](CC1=CC=C(C=C1)O)C(=O)O (His-Tyr). RXN SMILES: C1C=CC2N([OH:10])N=NC=2C=1.C[CH2:12][N:13]=[C:14]=[N:15][CH2:16][CH2:17][CH2:18][N:19](C)C.[NH2:22][C@H:23]([C:39](C(OCC[Si](C)(C)C)=O)=[O:40])[CH2:24][C:25]1[CH:30]=[CH:29][C:28]([O:31]CC2C=CC=CC=2)=[CH:27][CH:26]=1.CN([CH:53]=[O:54])C>>[NH2:19][C@H:18]([C:53]([NH:22][C@H:23]([C:39]([OH:40])=[O:10])[CH2:24][C:25]1[CH:26]=[CH:27][C:28]([OH:31])=[CH:29][CH:30]=1)=[O:54])[CH2:17][C:16]1[N:15]=[CH:14][NH:13][CH:12]=1. Procedure details: To a solution of HOBT (2.6 g, 19.3 mmol) in DMF (10 mL) was added Fmoc-His(Tr) (10.0 g, 16.1 mmol) followed by EDAC (3.7 g, 19.3 mmol). The mixture was stirred at room temperature for 20 minutes before adding a solution of Tyr(OBn)-CO2CH2CH2TMS (from Step 2 above, 5.8 g, 16.1 mmol) in DMF (10 mL). The mixture was stirred overnight at room temperature before partitioning between a mixture of water and 1:1 Et2O:EtOAc (50 ml). The layers were separated, and the organic phase was washed with saturat... Starting materials: C(C1=CC=CC=C1)(=O)OC1=C(OC=CC1=O)C (3-Benzoyloxy-2-methyl-4-pyrone), [OH-].[Na+] (sodium hydroxide). Yields the product OC1=C(OC=CC1=O)C (3-hydroxy-2-methyl-4-pyrone). Yield: 69.2%. Reaction SMILES: C([O:9][C:10]1[C:15](=[O:16])[CH:14]=[CH:13][O:12][C:11]=1[CH3:17])(=O)C1C=CC=CC=1.[OH-].[Na+]>>[OH:9][C:10]1[C:15](=[O:16])[CH:14]=[CH:13][O:12][C:11]=1[CH3:17] |f:1.2|. Procedure: 3-Benzoyloxy-2-methyl-4-pyrone (19.00 g, 82.6 mmol) is stirred at 20°-25° C. for 3 hours with 124 ml (248 mmol) of 2N sodium hydroxide solution. The solution is adjusted to pH 6.5 and extracted three times with 100 ml of dichloromethane each time. The combined organic phases are dried over magnesium sulphate and concentrated on a rotary evaporator. The crude product is recrystallized in acetone and gives 7.21 g (69.3%) of 3-hydroxy-2-methyl-4-pyrone, m.p. 157°-158° C. Procedure details: The general procedure for compound 8 was followed using starting materials 2,3-dihydrobenzo [b][1,4]dioxine-2-carboxylic acid and compound 4 (5-thiazole) to give title compound Q20 (73%) as a white solid. 1H NMR (CDCl3, 400 MHz) δ 4.31 (dd, J, =11.6 Hz, J2=7.2 Hz, 1H), 4.66 (dd, J1=12 Hz, J2=2.8 Hz, 1H), 4.86 (dd, J, =7.4 Hz, J2=2.8 Hz, 1H), 6.93-6.96 (m, 3H), 7.06-7.08 (m, 1H), 7.59 (s, 2H), 8.07-8.08 (m, 2H), 8.14 (s, 1H), 8.43 (s, 1H), 8.83 (d, J=5.6 Hz, 2H); 13C NMR (CDCl3, 100 MHz) δ 65.5, ... As a reaction SMILES: [O:1]1[CH:6]([C:7]([OH:9])=O)[CH2:5][O:4][C:3]2[CH:10]=[CH:11][CH:12]=[CH:13][C:2]1=2.[NH2:14][C:15]1[CH:16]=[CH:17][C:18]2[O:22][C:21]([C:23]3[CH:28]=[CH:27][N:26]=[CH:25][CH:24]=3)=[N:20][C:19]=2[CH:29]=1>>[N:26]1[CH:25]=[CH:24][C:23]([C:21]2[O:22][C:18]3[CH:17]=[CH:16][C:15]([NH:14][C:7]([CH:6]4[O:1][C:2]5[CH:13]=[CH:12][CH:11]=[CH:10][C:3]=5[O:4][CH2:5]4)=[O:9])=[CH:29][C:19]=3[N:20]=2)=[CH:28][CH:27]=1. Yields the product N1=CC=C(C=C1)C=1OC2=C(N1)C=C(C=C2)NC(=O)C2COC1=C(O2)C=CC=C1 (N-(2-(pyridin-4-yl)benzo[d]oxazol-5-yl)-2,3-dihydrobenzo[b][1,4]dioxine-2-carboxamide). Reactants: compound 8, O1C2=C(OCC1C(=O)O)C=CC=C2 (2,3-dihydrobenzo [b][1,4]dioxine-2-carboxylic acid), NC=1C=CC2=C(N=C(O2)C2=CC=NC=C2)C1 (5-amino-2-(pyridine-4-yl) benzo[d]oxazole). Starting materials: BrC=1C=CC(=C(C#N)C1)F (5-bromo-2-fluorobenzonitrile), C(C)(C)[Mg]Br (Iso-propyl magnesium bromide), ice, CN(C=O)C (N,N-Dimethylformamide), O (Water). Run in O1CCCC1 (tetrahydrofuran). Conditions: time 2 hour. The product is FC1=C(C#N)C=C(C=C1)C=O (2-Fluoro-5-formylbenzonitrile). RXN SMILES: C([Mg]Br)(C)C.Br[C:7]1[CH:8]=[CH:9][C:10]([F:15])=[C:11]([CH:14]=1)[C:12]#[N:13].CN(C)[CH:18]=[O:19].O>O1CCCC1>[F:15][C:10]1[CH:9]=[CH:8][C:7]([CH:18]=[O:19])=[CH:14][C:11]=1[C:12]#[N:13]. Reported procedure: Iso-propyl magnesium bromide (18 ml, 1M in tetrahydrofuran, 18 mmol) was added dropwise to an ice-cooled solution of 5-bromo-2-fluorobenzonitrile (3 g, 15.1 mmol) in tetrahydrofuran (25 ml), and once addition was complete, the mixture was allowed to warm to room temperature and stirred for a further 2 hours. N,N-Dimethylformamide (3.5 ml, 45.2 mmol) was added and the reaction stirred for 3 hours. Water was added and the mixture extracted with ethyl acetate (3×). The combined organic extracts wer... Starting materials: C(CCC)C1C(=C(C(C1)=O)CCCCCCC(=O)OC)O[SiH](C)C (butyldimethylsilyloxy-5-oxo-l-cyclopenteneheptanoic acid, methyl ester), C(CCC)C(C(=O)OC)(CCCCC[C@H]1C(CC[C@@H]1C=CCC(CCCC)OC)=O)O[SiH](C)C (butyldimethylsilyloxy-16-methoxy-9-oxo-prost-13-en-1-oic acid, methyl ester), C(CCC)P(CCCC)CCCC (tri-n-butyl phosphine), C(CCC)C(=C([Sn](CCCC)(CCCC)CCCC)O[SiH](C)C)CC(CCCC)(C)OC (butyldimethylsilyloxy-4-methoxy-4-methyl-l-tributylstannyl-l-octene), C(CCC)[Li] (n-butyllithium). The reagents and catalysts are [Cu]I (copper (I) iodide). The solvent is C1CCOC1 (THF), C(C)(=O)O (acetic acid), CCCCCC (hexane), C1CCOC1 (THF), C1CCOC1 (THF). Run at temperature -78 celsius, time 10 minute. The product is C(CCC)C(C(=O)OC)(CCCCC[C@H]1C(CC[C@@H]1C=CCC(CCCC)(OC)C)=O)O[SiH](C)C (BUTYLDIMETHYLSILYLOXY-16-METHYL-16-METHOXY-9-OXO-PROST -13-EN-1-OIC ACID, METHYL ESTER). Reaction SMILES: [CH2:1](C(CC(OC)(C)CCCC)=C(O[SiH](C)C)[Sn](CCCC)(CCCC)CCCC)CCC.C([Li])CCC.C(P(CCCC)CCCC)CCC.C(C1CC(=O)C(CCCCCCC(OC)=O)=C1O[SiH](C)C)CCC.[CH2:75]([C:79]([O:105][SiH:106]([CH3:108])[CH3:107])([CH2:84][CH2:85][CH2:86][CH2:87][CH2:88][C@@H:89]1[C@@H:93]([CH:94]=[CH:95][CH2:96][CH:97]([O:102][CH3:103])[CH2:98][CH2:99][CH2:100][CH3:101])[CH2:92][CH2:91][C:90]1=[O:104])[C:80]([O:82][CH3:83])=[O:81])[CH2:76][CH2:77][CH3:78]>C1COCC1.CCCCCC.[Cu]I.C(O)(=O)C>[CH2:75]([C:79]([O:105][SiH:106]([CH3:107])[CH3:108])([CH2:84][CH2:85][CH2:86][CH2:87][CH2:88][C@@H:89]1[C@@H:93]([CH:94]=[CH:95][CH2:96][C:97]([CH3:1])([O:102][CH3:103])[CH2:98][CH2:99][CH2:100][CH3:101])[CH2:92][CH2:91][C:90]1=[O:104])[C:80]([O:82][CH3:83])=[O:81])[CH2:76][CH2:77][CH3:78]. Procedure details: A solution of (3R,4R)3-t.butyldimethylsilyloxy-4-methoxy-4-methyl-l-tributylstannyl-l-octene 2 (0.58 g, 1 mmol) in THF (1 ml) was treated at -78° C. under nitrogen with n-butyllithium (0.65 ml, 1.6 M in hexane), stirred for 10 min at -78° C. and a solution of copper (I) iodide (0.19 g, 1 mmol) and tri-n-butyl phosphine (0.65 ml, 2.6 mmol) in 1 ml of THF was added. The reaction mixture was warmed to -40° C. and stirred for 1 h when a solution of the (3R)3-t.butyldimethylsilyloxy-5-oxo-l-cyclopent... The reactants are C(C1=CC=CC=C1)NCCC1=CNC2=CC=CC=C12 (N-benzyl-tryptamine), COC(=O)CCCC(=O)Cl (4-methoxycarbonylbutyryl chloride). The product is C(C1=CC=CC=C1)N(CCC1=CNC2=CC=CC=C12)C(CCCC(=O)OC)=O (N-benzyl-N-(4-methoxycarbonylbutyryl)-tryptamine). Yield: 64.9%. As a reaction SMILES: [CH2:1]([NH:8][CH2:9][CH2:10][C:11]1[C:19]2[C:14](=[CH:15][CH:16]=[CH:17][CH:18]=2)[NH:13][CH:12]=1)[C:2]1[CH:7]=[CH:6][CH:5]=[CH:4][CH:3]=1.[CH3:20][O:21][C:22]([CH2:24][CH2:25][CH2:26][C:27](Cl)=[O:28])=[O:23]>>[CH2:1]([N:8]([C:27](=[O:28])[CH2:26][CH2:25][CH2:24][C:22]([O:21][CH3:20])=[O:23])[CH2:9][CH2:10][C:11]1[C:19]2[C:14](=[CH:15][CH:16]=[CH:17][CH:18]=2)[NH:13][CH:12]=1)[C:2]1[CH:7]=[CH:6][CH:5]=[CH:4][CH:3]=1. Procedure: 42.8 g of N-benzyl-tryptamine (i.e., 3-(2-benzylaminoethyl)-indole) and 35.0 g of 4-methoxycarbonylbutyryl chloride were treated in the same manner as described in Example 1. 42.0 g of N-benzyl-N-(4-methoxycarbonylbutyryl)-tryptamine (i.e., 3-[2-(N-benzyl-4-methoxycarbonylbutanamido)ethyl]-indole) were thereby obtained. Yield: 75.0% Reactants: O=C(Cl)c1ccccc1, COC(=O)Cc1ccc2c(c1)OCO2, CCCCCC, CCOC(C)=O, Cl[Sn](Cl)(Cl)Cl, ClCCl, [Na+], O=C([O-])O. Yields the product COC(=O)Cc1cc2c(cc1C(=O)c1ccccc1)OCO2. Reaction SMILES: [C:20]([c:21]1[cH:22][cH:23][cH:24][cH:25][cH:26]1)(=[O:27])[Cl:28].[CH2:1]1[O:2][c:3]2[cH:4][c:5]([CH2:10][C:11](=[O:12])[O:13][CH3:14])[cH:6][cH:7][c:8]2[O:9]1.[CH3:37][CH2:38][CH2:39][CH2:40][CH2:41][CH3:42].[CH3:43][CH2:44][O:45][C:46]([CH3:47])=[O:48].[Cl:15][Sn:16]([Cl:17])([Cl:18])[Cl:19].[Cl:34][CH2:35][Cl:36].[Na+:33].[O-:29][C:30]([OH:31])=[O:32]>>[CH2:1]1[O:2][c:3]2[cH:4][c:5]([CH2:10][C:11](=[O:12])[O:13][CH3:14])[c:6]([C:20]([c:21]3[cH:22][cH:23][cH:24][cH:25][cH:26]3)=[O:27])[cH:7][c:8]2[O:9]1.